From a dataset of the Open Reaction Database (ORD), a public repository of structured organic reaction records. describe an organic reaction: reactants, conditions, products, and yield Reactants: COMPOUND 17, C(=O)(C(F)(F)F)O (TFA), [B][B][B][B][B][B][B][B][B][B] (decaborane), NC=1C=C(C=CC1)C(N1CCN(CC1)C(=O)OC(C)(C)C)C1=CC=C(C=C1)C(=O)N(CC)CC (tert-Butyl 4-((3-aminophenyl){4-[(diethylamino)carbonyl]phenyl}methyl)piperazine-1-carboxylate), N1=CC(=CC=C1)C1=CC=C(C=O)C=C1 (4-(3-pyridinyl)benzaldehyde). Yields the product C(C)N(C(C1=CC=C(C=C1)[C@H](N1CCNCC1)C1=CC(=CC=C1)NCC1=CC=C(C=C1)C=1C=NC=CC1)=O)CC (N,N-diethyl-4-[(S)-1-piperazinyl[3-[[[4-(3-pyridinyl)phenyl]methyl]-amino]phenyl]methyl]benzamide). Yield: 113.3%. Reaction SMILES: [NH2:1][C:2]1[CH:3]=[C:4]([CH:8]([C:22]2[CH:27]=[CH:26][C:25]([C:28]([N:30]([CH2:33][CH3:34])[CH2:31][CH3:32])=[O:29])=[CH:24][CH:23]=2)[N:9]2[CH2:14][CH2:13][N:12](C(OC(C)(C)C)=O)[CH2:11][CH2:10]2)[CH:5]=[CH:6][CH:7]=1.[N:35]1[CH:40]=[CH:39][CH:38]=[C:37]([C:41]2[CH:48]=[CH:47][C:44]([CH:45]=O)=[CH:43][CH:42]=2)[CH:36]=1.[B][B][B][B][B][B][B][B][B][B].C(O)(C(F)(F)F)=O>>[CH2:33]([N:30]([CH2:31][CH3:32])[C:28](=[O:29])[C:25]1[CH:24]=[CH:23][C:22]([C@@H:8]([C:4]2[CH:5]=[CH:6][CH:7]=[C:2]([NH:1][CH2:45][C:44]3[CH:43]=[CH:42][C:41]([C:37]4[CH:36]=[N:35][CH:40]=[CH:39][CH:38]=4)=[CH:48][CH:47]=3)[CH:3]=2)[N:9]2[CH2:14][CH2:13][NH:12][CH2:11][CH2:10]2)=[CH:27][CH:26]=1)[CH3:34] |^3:48,57,^1:49,50,51,52,53,54,55,56|. Reported procedure: Using the same method as for COMPOUND 17 and using INTERMEDIATE 5a (205 mg, 0.44 mmol), 4-(3-pyridinyl)benzaldehyde (88.7 mg, 0.48 mmol), and decaborane (16.4 mg, 0.13 mmol) afforded COMPOUND 52 (266 mg, 61% yield) as its TFA salt. This material was lyophilized from CH3CN/H2O to produce a slightly yellow solid. The reactants are BrC1=C(C=CC(=C1)C(C)C)N(CC)C1=NC(=CC(=N1)N1CCC(CC1)=O)C (2-[N-(2-bromo-4-isopropylphenyl)-N-ethylamino]-6-methyl-4-(4-oxopiperidin-1-yl)pyrimidine), O1C=CC=C1 (furan), C(CCC)[Li] (n-butyl lithium), [Cl-].[NH4+] (ammonium chloride). Run in O1CCCC1 (tetrahydrofuran), O1CCCC1 (tetrahydrofuran), CCCCCC (n-hexane). Run at temperature -15 celsius, time 20 minute. Product: BrC1=C(C=CC(=C1)C(C)C)N(CC)C1=NC(=CC(=N1)N1CCC(CC1)(O)C=1OC=CC1)C (2-[N-(2-bromo-4-isopropylphenyl)-N-ethylamino]-4-[4-(furan-2-yl)-4-hydroxypiperidin-1-yl]-6-methylpyrimidine). Yield: 55.8%. As a reaction SMILES: [O:1]1[CH:5]=[CH:4][CH:3]=[CH:2]1.C([Li])CCC.[Br:11][C:12]1[CH:17]=[C:16]([CH:18]([CH3:20])[CH3:19])[CH:15]=[CH:14][C:13]=1[N:21]([C:24]1[N:29]=[C:28]([N:30]2[CH2:35][CH2:34][C:33](=[O:36])[CH2:32][CH2:31]2)[CH:27]=[C:26]([CH3:37])[N:25]=1)[CH2:22][CH3:23].[Cl-].[NH4+]>O1CCCC1.CCCCCC>[Br:11][C:12]1[CH:17]=[C:16]([CH:18]([CH3:19])[CH3:20])[CH:15]=[CH:14][C:13]=1[N:21]([C:24]1[N:29]=[C:28]([N:30]2[CH2:35][CH2:34][C:33]([C:2]3[O:1][CH:5]=[CH:4][CH:3]=3)([OH:36])[CH2:32][CH2:31]2)[CH:27]=[C:26]([CH3:37])[N:25]=1)[CH2:22][CH3:23] |f:3.4|. Procedure details: To a solution of 136 mg of furan in 1 ml of tetrahydrofuran was added dropwise 0.9 ml of a 1.63M n-hexane solution of n-butyl lithium under cooling at −15° C. over 10 minutes, followed by stirring at 5° C. for 20 minutes. To the reaction mixture was added dropwise a solution of 432 mg of 2-[N-(2-bromo-4-isopropylphenyl)-N-ethylamino]-6-methyl-4-(4-oxopiperidin-1-yl)pyrimidine in 2 ml of tetrahydrofuran over 10 minutes while cooling to −15° C., followed by stirring at −15° to 0° C. for 30 minutes... Reactants: [OH-].[Na+] (sodium hydroxide), COC(=O)C=1C=C2C=3CCCCC3N(C2=CC1)CC (N-ethyl-1,2,3,4-tetrahydrocarbazole-6-carboxylic acid methyl ester), Cl (hydrochloric acid). Run in CO (methanol). Run at time 2 hour. Yields the product C(C)N1C2=CC=C(C=C2C=2CCCCC12)C(=O)O (N-ethyl-1,2,3,4-tetrahydrocarbazole-6-carboxylic acid). The yield is 88.1%. Reaction SMILES: C[O:2][C:3]([C:5]1[CH:6]=[C:7]2[C:15](=[CH:16][CH:17]=1)[N:14]([CH2:18][CH3:19])[C:13]1[CH2:12][CH2:11][CH2:10][CH2:9][C:8]2=1)=[O:4].[OH-].[Na+].Cl>CO>[CH2:18]([N:14]1[C:13]2[CH2:12][CH2:11][CH2:10][CH2:9][C:8]=2[C:7]2[C:15]1=[CH:16][CH:17]=[C:5]([C:3]([OH:4])=[O:2])[CH:6]=2)[CH3:19] |f:1.2|. Reported procedure: Then, 480 mg of the N-ethyl-1,2,3,4-tetrahydrocarbazole-6-carboxylic acid methyl ester was dissolved in 5 mL of methanol, added with 4 mL of 4 N aqueous sodium hydroxide, and stirred at room temperature for 2 hours. Subsequently, the reaction mixture was cooled and then neutralized with hydrochloric acid, and the deposited precipitates were collected to obtain 400 mg of N-ethyl-1,2,3,4-tetrahydrocarbazole-6-carboxylic acid. The obtained N-ethyl-1,2,3,4-tetrahydrocarbazole-6-carboxylic acid (73 m... Reactants: C(C)(C)(C)C=1C=C2C=NN(C(C2=C(C1)F)=O)C=1C(=C(C=CC1)N1N=C(C(=C1)C(=O)N)NC1=CC=C(C=C1)C(C)(C)O)C=O (1-[3-(6-tert-Butyl-8-fluoro-1-oxo-1H-phthalazin-2-yl)-2-formyl-phenyl]-3-[4-(1-hydroxy-1-methyl-ethyl)-phenylamino]-1H-pyrazole-4-carboxylic acid amide), [BH4-].[Na+] (sodium borohydride). The solvent is O (water), CO (methanol), ClCCl (dichloromethane). Run at time 10 minute. Product: C(C)(C)(C)C=1C=C2C=NN(C(C2=C(C1)F)=O)C=1C(=C(C=CC1)N1N=C(C(=C1)C(=O)N)NC1=CC=C(C=C1)C(C)(C)O)CO (1-[3-(6-tert-butyl-8-fluoro-1-oxo-1H-phthalazin-2-yl)-2-hydroxymethyl-phenyl]-3-[4-(1-hydroxy-1-methyl-ethyl)-phenylamino]-1H-pyrazole-4-carboxylic acid amide). Isolated yield 91.2%. Reaction SMILES: [C:1]([C:5]1[CH:6]=[C:7]2[C:12](=[C:13]([F:15])[CH:14]=1)[C:11](=[O:16])[N:10]([C:17]1[C:18]([CH:42]=[O:43])=[C:19]([N:23]3[CH:27]=[C:26]([C:28]([NH2:30])=[O:29])[C:25]([NH:31][C:32]4[CH:37]=[CH:36][C:35]([C:38]([OH:41])([CH3:40])[CH3:39])=[CH:34][CH:33]=4)=[N:24]3)[CH:20]=[CH:21][CH:22]=1)[N:9]=[CH:8]2)([CH3:4])([CH3:3])[CH3:2].[BH4-].[Na+]>CO.ClCCl.O>[C:1]([C:5]1[CH:6]=[C:7]2[C:12](=[C:13]([F:15])[CH:14]=1)[C:11](=[O:16])[N:10]([C:17]1[C:18]([CH2:42][OH:43])=[C:19]([N:23]3[CH:27]=[C:26]([C:28]([NH2:30])=[O:29])[C:25]([NH:31][C:32]4[CH:33]=[CH:34][C:35]([C:38]([OH:41])([CH3:40])[CH3:39])=[CH:36][CH:37]=4)=[N:24]3)[CH:20]=[CH:21][CH:22]=1)[N:9]=[CH:8]2)([CH3:4])([CH3:2])[CH3:3] |f:1.2|. Procedure details: 1-[3-(6-tert-Butyl-8-fluoro-1-oxo-1H-phthalazin-2-yl)-2-formyl-phenyl]-3-[4-(1-hydroxy-1-methyl-ethyl)-phenylamino]-1H-pyrazole-4-carboxylic acid amide (34 mg, 0.06 mmol) was dissolved in a solution of 1:1 methanol and dichloromethane (15 ml). To this was added a solution of sodium borohydride (11 mg, 0.29 mmol) dissolved in water (0.25 ml), via drop-wise addition. After 10 minutes stirring the volatiles were stripped (rotary evaporator) and the remainder was taken up in dichloromethane (30 ml) ...